Dataset: the Open Reaction Database (ORD), a public repository of structured organic reaction records. Task: describe an organic reaction: reactants, conditions, products, and yield The reactants are Cc1cccc2cc(CBr)c(-c3ccccc3Cl)nc12, Cc1ccccc1-c1nc2c(C)cccc2cc1CBr, O=C([O-])[O-], [Cs+], [Cs+], Nc1ncnc2[nH]cnc12, CN(C)C=O. Product: Cc1cccc2cc(Cn3cnc4c(N)ncnc43)c(-c3ccccc3Cl)nc12. Reaction SMILES: [Br:1][CH2:2][c:3]1[c:4](-[c:14]2[c:15]([Cl:20])[cH:16][cH:17][cH:18][cH:19]2)[n:5][c:6]2[c:7]([CH3:13])[cH:8][cH:9][cH:10][c:11]2[cH:12]1.[Br:21][CH2:22][c:23]1[c:24](-[c:25]2[cH:26][cH:27][cH:28][cH:29][c:30]2[CH3:31])[n:32][c:33]2[c:34]([cH:35]1)[cH:36][cH:37][cH:38][c:39]2[CH3:40].[C:51](=[O:52])([O-:53])[O-:54].[Cs+:55].[Cs+:56].[NH2:41][c:42]1[n:43][cH:44][n:45][c:46]2[nH:47][cH:48][n:49][c:50]12.[O:57]=[CH:58][N:59]([CH3:60])[CH3:61]>>[CH2:2]([c:3]1[c:4](-[c:14]2[c:15]([Cl:20])[cH:16][cH:17][cH:18][cH:19]2)[n:5][c:6]2[c:7]([CH3:13])[cH:8][cH:9][cH:10][c:11]2[cH:12]1)[n:47]1[c:46]2[n:45][cH:44][n:43][c:42]([NH2:41])[c:50]2[n:49][cH:48]1.